This data is from the Open Reaction Database (ORD), a public repository of structured organic reaction records. The task is: describe an organic reaction: reactants, conditions, products, and yield Reactants: CC(=O)C1=C(C)N(c2cccc(C(F)(F)F)c2)C(=S)NC1c1ccc(C#N)cc1, CCC(=O)Cl, C1CCOC1, c1ccncc1. The product is CCC(=O)N1C(=S)N(c2cccc(C(F)(F)F)c2)C(C)=C(C(C)=O)C1c1ccc(C#N)cc1. Reaction SMILES: [C:1]([CH3:2])(=[O:3])[C:4]1=[C:9]([CH3:10])[N:8]([c:11]2[cH:12][c:13]([C:17]([F:18])([F:19])[F:20])[cH:14][cH:15][cH:16]2)[C:7](=[S:21])[NH:6][CH:5]1[c:22]1[cH:23][cH:24][c:25]([C:26]#[N:27])[cH:28][cH:29]1.[C:36]([CH2:37][CH3:38])(=[O:39])[Cl:40].[CH2:41]1[O:42][CH2:43][CH2:44][CH2:45]1.[cH:30]1[cH:31][cH:32][n:33][cH:34][cH:35]1>>[C:1]([CH3:2])(=[O:3])[C:4]1=[C:9]([CH3:10])[N:8]([c:11]2[cH:12][c:13]([C:17]([F:18])([F:19])[F:20])[cH:14][cH:15][cH:16]2)[C:7](=[S:21])[N:6]([C:36]([CH2:37][CH3:38])=[O:39])[CH:5]1[c:22]1[cH:23][cH:24][c:25]([C:26]#[N:27])[cH:28][cH:29]1. Procedure: 1 N HCl (0.67 mL, 0.67 mmol) was added to a solution of 2-(aminooxy)acetamide (Reference Example 18) (90.5 mg, 1.04 mmol) in EtOH (6.7 mL) followed by addition of phenyl(1H-pyrrolo[2,3-c]pyridin-2-yl)methanone (Example 35) (150 mg, 0.67 mmol). The reaction mixture was refluxed overnight. The reaction mixture was cooled to room temperature and the solvent was removed in vacuo. The residue was free based using an SCX-2 and purified by Biotage chromatography to isolate 2-[[[phenyl(1H-pyrrolo[2,3-c]... Isolated yield 37.0%. Product: C1(=CC=CC=C1)C(C1=CC=2C(=CN=CC2)N1)=NOCC(=O)N (2-[[[phenyl(1H-pyrrolo[2,3-c]pyridin-2-yl)methylene]amino]oxy]acetamide). Solvent: CCO (EtOH). Reaction SMILES: Cl.[NH2:2][O:3][CH2:4][C:5]([NH2:7])=[O:6].[C:8]1([C:14]([C:16]2[NH:24][C:19]3=[CH:20][N:21]=[CH:22][CH:23]=[C:18]3[CH:17]=2)=O)[CH:13]=[CH:12][CH:11]=[CH:10][CH:9]=1>CCO>[C:8]1([C:14](=[N:2][O:3][CH2:4][C:5]([NH2:7])=[O:6])[C:16]2[NH:24][C:19]3=[CH:20][N:21]=[CH:22][CH:23]=[C:18]3[CH:17]=2)[CH:9]=[CH:10][CH:11]=[CH:12][CH:13]=1. The reactants are Cl (HCl), NOCC(=O)N (2-(aminooxy)acetamide), C1(=CC=CC=C1)C(=O)C1=CC=2C(=CN=CC2)N1 (phenyl(1H-pyrrolo[2,3-c]pyridin-2-yl)methanone). Reactants: C1(=CC=CC=C1)O (phenol), BrCCCCCCCBr (1,7-dibromoheptane), C([O-])([O-])=O.[K+].[K+] (potassium carbonate). Run in CN(C=O)C (dimethylformamide). Reaction conditions: temperature 80 celsius. Product: BrCCCCCCCOC1=CC=CC=C1 (1-Bromo-7-phenoxyheptane). RXN SMILES: [C:1]1([OH:7])[CH:6]=[CH:5][CH:4]=[CH:3][CH:2]=1.[Br:8][CH2:9][CH2:10][CH2:11][CH2:12][CH2:13][CH2:14][CH2:15]Br.C(=O)([O-])[O-].[K+].[K+]>CN(C)C=O>[Br:8][CH2:9][CH2:10][CH2:11][CH2:12][CH2:13][CH2:14][CH2:15][O:7][C:1]1[CH:6]=[CH:5][CH:4]=[CH:3][CH:2]=1 |f:2.3.4|. Procedure details: To a mixture of phenol (0.58 g) and 1,7-dibromoheptane (4.76 g) in dimethylformamide (5 ml) was added potassium carbonate (4.3 g) and the mixture was heated at 80° C. for 6 h. The mixture was cooled and the solvent was removed under reduced pressure. Toluene (10 ml) was added and removed under reduced pressure. The residue was chromatographed on silica gel using hexane as eluent. This gave 1-bromo-7-phenoxyheptane (1.15 g). 1H-NMR (CDCl3) δ 1.3-1.7 (6H, m), 1.7-2.1 (4H, m), 3.41 (2H, t), 3.95 (2... The reactants are N1=CC=C(C=C1)N1CCC(CC1)C(=O)Cl (1-(4-pyridyl)piperidine-4-carbonyl chloride), C1=C(C=CC2=CC=CC=C12)S(=O)(=O)N1CC(NCC1)C(=O)OCC (ethyl 1-(2-naphthylsulphonyl)piperazine-3-carboxylate). Yields the product C(C)OC(=O)C1N(CCN(C1)S(=O)(=O)C1=CC2=CC=CC=C2C=C1)C(=O)C1CCN(CC1)C1=CC=NC=C1 (2-ethoxycarbonyl-4-(2-naphthylsulphonyl)-1-[1-(4-pyridyl)piperidin-4-ylcarbonyl]piperazine). The yield is 9.0%. RXN SMILES: [N:1]1[CH:6]=[CH:5][C:4]([N:7]2[CH2:12][CH2:11][CH:10]([C:13](Cl)=[O:14])[CH2:9][CH2:8]2)=[CH:3][CH:2]=1.[CH:16]1[C:25]2[C:20](=[CH:21][CH:22]=[CH:23][CH:24]=2)[CH:19]=[CH:18][C:17]=1[S:26]([N:29]1[CH2:34][CH2:33][NH:32][CH:31]([C:35]([O:37][CH2:38][CH3:39])=[O:36])[CH2:30]1)(=[O:28])=[O:27]>>[CH2:38]([O:37][C:35]([CH:31]1[CH2:30][N:29]([S:26]([C:17]2[CH:18]=[CH:19][C:20]3[C:25](=[CH:24][CH:23]=[CH:22][CH:21]=3)[CH:16]=2)(=[O:27])=[O:28])[CH2:34][CH2:33][N:32]1[C:13]([CH:10]1[CH2:11][CH2:12][N:7]([C:4]2[CH:5]=[CH:6][N:1]=[CH:2][CH:3]=2)[CH2:8][CH2:9]1)=[O:14])=[O:36])[CH3:39]. Reported procedure: Using an analogous procedure to that described in Example 1, 1-(4-pyridyl)piperidine-4-carbonyl chloride was reacted with ethyl 1-(2-naphthylsulphonyl)piperazine-3-carboxylate to give 2-ethoxycarbonyl-4-(2-naphthylsulphonyl)-1-[1-(4-pyridyl)piperidin-4-ylcarbonyl]piperazine as a glassy solid in 9% yield; The reactants are CC(C)(C)OC(=O)N1CCc2ccc(CCO)cc2C1, Cc1ccc(S(=O)(=O)Cl)cc1, ClCCl, c1ccncc1. Product: Cc1ccc(S(=O)(=O)OCCc2ccc3c(c2)CN(C(=O)OC(C)(C)C)CC3)cc1. RXN SMILES: [C:1]([CH3:2])([CH3:3])([CH3:4])[O:5][C:6](=[O:7])[N:8]1[CH2:9][c:10]2[cH:11][c:12]([CH2:18][CH2:19][OH:20])[cH:13][cH:14][c:15]2[CH2:16][CH2:17]1.[CH3:27][c:28]1[cH:29][cH:30][c:31]([S:34](=[O:35])(=[O:36])[Cl:37])[cH:32][cH:33]1.[Cl:38][CH2:39][Cl:40].[cH:21]1[cH:22][cH:23][n:24][cH:25][cH:26]1>>[C:1]([CH3:2])([CH3:3])([CH3:4])[O:5][C:6](=[O:7])[N:8]1[CH2:9][c:10]2[cH:11][c:12]([CH2:18][CH2:19][O:20][S:34]([c:31]3[cH:30][cH:29][c:28]([CH3:27])[cH:33][cH:32]3)(=[O:35])=[O:36])[cH:13][cH:14][c:15]2[CH2:16][CH2:17]1. Starting materials: BrC1=CC(=C(N)C(=C1)F)F (4-bromo-2,6-difluoroaniline), FC1=C(C=C(C=C1)OC)B(O)O (2-fluoro-5-methoxyphenylboronic acid). The product is FC1=C(C=C(C=C1)OC)C1=CC(=C(C(=C1)F)N)F (2′,3,5-trifluoro-5′-methoxybiphenyl-4-amine). Yield: 25.5%. Reaction SMILES: Br[C:2]1[CH:8]=[C:7]([F:9])[C:5]([NH2:6])=[C:4]([F:10])[CH:3]=1.[F:11][C:12]1[CH:17]=[CH:16][C:15]([O:18][CH3:19])=[CH:14][C:13]=1B(O)O>>[F:11][C:12]1[CH:17]=[CH:16][C:15]([O:18][CH3:19])=[CH:14][C:13]=1[C:2]1[CH:8]=[C:7]([F:9])[C:5]([NH2:6])=[C:4]([F:10])[CH:3]=1. Procedure details: The title compound (31 mg) was prepared from 4-bromo-2,6-difluoroaniline (100 mg, 0.48 mmol) and 2-fluoro-5-methoxyphenylboronic acid (106 mg, 0.62 mmol) as a pale-yellow solid. Reactants: CC(C(COC1=NNC(=C1C1=CC=CC=C1)C1=CC=C(C=C1)S(=O)(=O)C)=O)(C)C (3,3-dimethyl-1-[(5-(4-(methylsulphonyl)phenyl)-4-phenyl-1H-pyrazol-3-yl)oxy]butan-2-one), FC1=CC=C(C=C1)C=1C(=NNC1C)OCC(C(C)(C)C)=O (1-[(4-(4-fluorophenyl)-5-methyl-1H-pyrazol-3-yl)oxy]-3,3-dimethylbutan-2-one). The solvent is O (H2O). The product is C(C)N1N=C(C(=C1C1=CC=C(C=C1)S(=O)(=O)C)C1=CC=CC=C1)OCC(C(C)(C)C)=O (1-[(1-Ethyl-5-(4-(methylsulphonyl)phenyl)-4-phenyl-1H-pyrazol-3-yl)oxy]-3,3-dimethylbutan-2-one). As a reaction SMILES: [CH3:1][C:2]([CH3:29])([CH3:28])[C:3](=[O:27])[CH2:4][O:5][C:6]1[C:10]([C:11]2[CH:16]=[CH:15][CH:14]=[CH:13][CH:12]=2)=[C:9]([C:17]2[CH:22]=[CH:21][C:20]([S:23]([CH3:26])(=[O:25])=[O:24])=[CH:19][CH:18]=2)[NH:8][N:7]=1.F[C:31]1C=CC(C2C(OCC(=O)C(C)(C)C)=NNC=2C)=C[CH:32]=1>O>[CH2:31]([N:8]1[C:9]([C:17]2[CH:18]=[CH:19][C:20]([S:23]([CH3:26])(=[O:25])=[O:24])=[CH:21][CH:22]=2)=[C:10]([C:11]2[CH:12]=[CH:13][CH:14]=[CH:15][CH:16]=2)[C:6]([O:5][CH2:4][C:3](=[O:27])[C:2]([CH3:29])([CH3:28])[CH3:1])=[N:7]1)[CH3:32]. Procedure: The desired compound was prepared according to the method of Example 27, substituting 3,3-dimethyl-1-[(5-(4-(methylsulphonyl)phenyl)-4-phenyl-1H-pyrazol-3-yl)oxy]butan-2-one, prepared according to the method of Example 32B, in place of 1-[(4-(4-fluorophenyl)-5-methyl-1H-pyrazol-3-yl)oxy]-3,3-dimethylbutan-2-one (yield: 145 mg, 94%). MP 158-161° C.; MS (APCI+) m/z 441 (M+H)+; (APCI−) m/z 475 (M+Cl)−; 1H NMR (300 MHz, DMSO-d6) δ1.20 (m, 12H), 3.30 (s, 3H), 3.80 (q, J=7 Hz, 2H), 5.25 (s, 2H), 7.19 ... Reactants: IC=1C=CC(N(C1)C)=O (5-iodo-N-methylpyridin-2-one), [Si](C)(C)(C(C)(C)C)O[C@@H](COC1=CC=C(C=C1)B(O)O)CCC=1C=NC=CC1 ((2R)-4-[2-(tert-butyldimethylsilanyloxy)-4-pyridin-3-yl-butoxy]benzeneboronic acid), C(C)O (ethanol), C([O-])([O-])=O.[Na+].[Na+] (sodium carbonate). Reagents/catalysts: C=1C=CC(=CC1)[P](C=2C=CC=CC2)(C=3C=CC=CC3)[Pd]([P](C=4C=CC=CC4)(C=5C=CC=CC5)C=6C=CC=CC6)([P](C=7C=CC=CC7)(C=8C=CC=CC8)C=9C=CC=CC9)[P](C=1C=CC=CC1)(C=1C=CC=CC1)C=1C=CC=CC1 (tetrakis(triphenylphosphine)palladium(0)). Run in C1(=CC=CC=C1)C (toluene). Yields the product O[C@@H](COC1=CC=C(C=C1)C=1C=CC(N(C1)C)=O)CCC=1C=NC=CC1 ((2R)-5-[4-(2-Hydroxy-4-pyridin-3-yl-butoxy)phenyl]-1-methyl-1H-pyridin-2-one). RXN SMILES: I[C:2]1[CH:3]=[CH:4][C:5](=[O:9])[N:6]([CH3:8])[CH:7]=1.C(O)C.C(=O)([O-])[O-].[Na+].[Na+].[Si]([O:26][C@H:27]([CH2:39][CH2:40][C:41]1[CH:42]=[N:43][CH:44]=[CH:45][CH:46]=1)[CH2:28][O:29][C:30]1[CH:35]=[CH:34][C:33](B(O)O)=[CH:32][CH:31]=1)(C(C)(C)C)(C)C>C1C=CC([P]([Pd]([P](C2C=CC=CC=2)(C2C=CC=CC=2)C2C=CC=CC=2)([P](C2C=CC=CC=2)(C2C=CC=CC=2)C2C=CC=CC=2)[P](C2C=CC=CC=2)(C2C=CC=CC=2)C2C=CC=CC=2)(C2C=CC=CC=2)C2C=CC=CC=2)=CC=1.C1(C)C=CC=CC=1>[OH:26][C@H:27]([CH2:39][CH2:40][C:41]1[CH:42]=[N:43][CH:44]=[CH:45][CH:46]=1)[CH2:28][O:29][C:30]1[CH:35]=[CH:34][C:33]([C:2]2[CH:3]=[CH:4][C:5](=[O:9])[N:6]([CH3:8])[CH:7]=2)=[CH:32][CH:31]=1 |f:2.3.4,^1:50,52,71,90|. Procedure details: Prepared according to the method described in Example 7c) from 5-iodo-N-methylpyridin-2-one (Example 13a), 0.276 g), ethanol (4 ml), toluene (10 ml), 2M aqueous sodium carbonate (0.58 ml), (2R)-4-[2-(tert-butyldimethylsilanyloxy)-4-pyridin-3-yl-butoxy]benzeneboronic acid (Example 7b), 0.471 g), and tetrakis(triphenylphosphine)palladium(0) (0.03 g). After work up, the residue was purified by column chromatography over silica eluting dichloromethane:methanol (95:5) to give the title compound as a ...